This data is from the Open Reaction Database (ORD), a public repository of structured organic reaction records. The task is: describe an organic reaction: reactants, conditions, products, and yield The reactants are Cl, [K+], O=N[O-], Nc1ccccc1S(=O)(=O)c1cc(C(=O)O)ccc1Cl, [Na+], [Na+], CCOC(=S)[S-], [OH-], O. Yields the product O=C(O)c1ccc2c(c1)S(=O)(=O)c1ccccc1S2. Reaction SMILES: [ClH:21].[K+:32].[N:22]([O-:23])=[O:24].[NH2:1][c:2]1[c:3]([S:8](=[O:9])(=[O:10])[c:11]2[cH:12][c:13]([C:14](=[O:15])[OH:16])[cH:17][cH:18][c:19]2[Cl:20])[cH:4][cH:5][cH:6][cH:7]1.[Na+:25].[Na+:34].[O:26]([CH2:27][CH3:29])[C:30](=[S:28])[S-:31].[OH-:33].[OH2:35]>>[c:2]12[c:3]([cH:4][cH:5][cH:6][cH:7]1)[S:8](=[O:9])(=[O:10])[c:11]1[cH:12][c:13]([C:14](=[O:15])[OH:16])[cH:17][cH:18][c:19]1[S:28]2. Reactants: B(Br)(Br)Br (boron tribromide), solution, COC=1C=CC2=C(C=C(CCC2)C(=O)OC)C1 (methyl 2-methoxy-6,7-dihydro-5H-benzocycloheptene-8-carboxylate), C(C)OCC (diethyl ether), O (water). Solvent: ClCCl (dichloromethane), ClCCl (dichloromethane). Conditions: temperature 100 celsius, time 5 hour. Yields the product OC=1C=CC2=C(C=C(CCC2)C(=O)OC)C1 (methyl 2-hydroxy-6,7-dihydro-5H-benzocycloheptene-8-carboxylate). The yield is 90.4%. RXN SMILES: C[O:2][C:3]1[CH:4]=[CH:5][C:6]2[CH2:12][CH2:11][CH2:10][C:9]([C:13]([O:15][CH3:16])=[O:14])=[CH:8][C:7]=2[CH:17]=1.B(Br)(Br)Br.C(OCC)C.O>ClCCl>[OH:2][C:3]1[CH:4]=[CH:5][C:6]2[CH2:12][CH2:11][CH2:10][C:9]([C:13]([O:15][CH3:16])=[O:14])=[CH:8][C:7]=2[CH:17]=1. Procedure details: To methyl 2-methoxy-6,7-dihydro-5H-benzocycloheptene-8-carboxylate (5.07 g, 21.8 mmol) dissolved in dichloromethane (100 ml) was added dropwise at −60° C. to −70° C. (inner temperature) boron tribromide (a 1 M solution in dichloromethane, 87 ml), and the resulting mixture was stirred for 5 hours while raising the temperature from −70° C. to room temperature. The reaction mixture was mixed with diethyl ether and water (100 ml) in the order, and was extracted with dichloromethane (100 ml, 50 ml×2)... Starting materials: N1C(NC2=C1C=CC=C2)=O (2,3-dihydro-1H-benzimidazole-2-one), ClC(Cl)(Cl)OC(=O)Cl (trichloromethylchloroformate). Run in O1CCCC1 (tetrahydrofuran). The product is O=C1NC2=C(N1C(=O)Cl)C=CC=C2 (2,3-Dihydro-2-oxo-1H-benzimidazole-1-carbonyl chloride). RXN SMILES: [NH:1]1[C:5]2[CH:6]=[CH:7][CH:8]=[CH:9][C:4]=2[NH:3][C:2]1=[O:10].[Cl:11][C:12]([O:15]C(Cl)=O)(Cl)Cl>O1CCCC1>[O:10]=[C:2]1[N:3]([C:12]([Cl:11])=[O:15])[C:4]2[CH:9]=[CH:8][CH:7]=[CH:6][C:5]=2[NH:1]1. Reported procedure: It was prepared by suspending 5 g of 2,3-dihydro-1H-benzimidazole-2-one in 200 ml of distilled tetrahydrofuran and by adding 13.5 ml of trichloromethylchloroformate. The reaction mixture was refluxed for 3 hrs until a clear solution was obtained. After cooling the separated solid was removed by filtration and after concentration to dryness of the mother liquors 6.5 g of the title compound were obtained. Starting materials: CNC1=C(C=CC=C1)N (N-methyl-1,2-phenylenediamine), C(C)OC(=O)COC1=CC=C(CC2C(NC(S2)=O)=O)C=C1 (5-[4-(ethoxycarbonylmethoxy)benzyl]thiazolidine-2,4-dione), Cl (hydrochloric acid), C(O)([O-])=O.[Na+] (sodium hydrogencarbonate). Solvent: O (water), O1CCOCC1 (1,4-dioxane), O1CCCC1 (tetrahydrofuran), O (Water). Product: CN1C(=NC2=C1C=CC=C2)COC2=CC=C(CC1C(NC(S1)=O)=O)C=C2 (5-[4-(1-Methylbenzimidazol-2-ylmethoxy)benzyl]-thiazolidine-2,4-dione). The yield is 43.2%. As a reaction SMILES: [CH3:1][NH:2][C:3]1[CH:8]=[CH:7][CH:6]=[CH:5][C:4]=1[NH2:9].C(O[C:13]([CH2:15][O:16][C:17]1[CH:30]=[CH:29][C:20]([CH2:21][CH:22]2[S:26][C:25](=[O:27])[NH:24][C:23]2=[O:28])=[CH:19][CH:18]=1)=O)C.Cl.C(=O)([O-])O.[Na+]>O1CCCC1.O.O1CCOCC1>[CH3:1][N:2]1[C:3]2[CH:8]=[CH:7][CH:6]=[CH:5][C:4]=2[N:9]=[C:13]1[CH2:15][O:16][C:17]1[CH:18]=[CH:19][C:20]([CH2:21][CH:22]2[S:26][C:25](=[O:27])[NH:24][C:23]2=[O:28])=[CH:29][CH:30]=1 |f:3.4|. Reported procedure: A mixture of 1.0 g of N-methyl-1,2-phenylenediamine, 3.8 g of 5-[4-(ethoxycarbonylmethoxy)benzyl]thiazolidine-2,4-dione [prepared as described in step (d) above], 20 ml of concentrated aqueous hydrochloric acid, 10 ml of 1,4-dioxane and 10 ml of water was heated under reflux for 5 hours. At the end of this time, the insoluble materials which had precipitated from the reaction mixture were collected by filtration and the precipitate thus obtained was dissolved in tetrahydrofuran. Water was then a... Reactants: FC1=CC=C(C=C1)C1=CC(=NC2=CC(=CC=C12)CN1N=CC(=C1)C=O)C(=O)N (4-(4-Fluorophenyl)-7-[(4-formyl-1H-pyrazol-1-yl)methyl]quinoline-2-carboxamide), C1(CC1)[Mg]Br (cyclopropylmagnesium bromide). Solvent: C1CCOC1 (THF), C1CCOC1 (THF). Conditions: temperature 0 celsius, time 1 hour. Product: C1(CC1)C(C=1C=NN(C1)CC1=CC=C2C(=CC(=NC2=C1)C(=O)N)C1=CC=C(C=C1)F)O (7-({4-[Cyclopropyl(hydroxy)methyl]-1H-pyrazol-1-yl}methyl)-4-(4-fluorophenyl)quinoline-2-carboxamide). Isolated yield 62.4%. RXN SMILES: [F:1][C:2]1[CH:7]=[CH:6][C:5]([C:8]2[C:17]3[C:12](=[CH:13][C:14]([CH2:18][N:19]4[CH:23]=[C:22]([CH:24]=[O:25])[CH:21]=[N:20]4)=[CH:15][CH:16]=3)[N:11]=[C:10]([C:26]([NH2:28])=[O:27])[CH:9]=2)=[CH:4][CH:3]=1.[CH:29]1([Mg]Br)[CH2:31][CH2:30]1>C1COCC1>[CH:29]1([CH:24]([OH:25])[C:22]2[CH:21]=[N:20][N:19]([CH2:18][C:14]3[CH:13]=[C:12]4[C:17]([C:8]([C:5]5[CH:6]=[CH:7][C:2]([F:1])=[CH:3][CH:4]=5)=[CH:9][C:10]([C:26]([NH2:28])=[O:27])=[N:11]4)=[CH:16][CH:15]=3)[CH:23]=2)[CH2:31][CH2:30]1. Procedure: To a 0° C. solution of 4-(4-fluorophenyl)-7-[(4-formyl-1H-pyrazol-1-yl)methyl]quinoline-2-carboxamide (3-9, 36.0 mg, 0.0960 mmol, 1.0 equiv.) in anhydrous THF, under nitrogen was added dropwise 0.5 M cyclopropylmagnesium bromide in THF (0.769 mL, 0.385 mmol, 4.0 equiv.). The resulting mixture was stirred at 0° C. for 1 hour, quenched with sat. aqueous NH4Cl, extracted with ethyl acetate (3×5.0 mL), dried over MgSO4, filtered and concentrated. The residue was purified by reverse phase HPLC (H2O/C... Starting materials: C(C)(C)(C)OC(N(CC1=C(C=C(C=C1)OC)OC)C=1C=CC2=C(OC(C(N2C2=CC(=CC=C2)Cl)=O)(CC=C(C)C)C)N1)=O ([1-(3-Chloro-phenyl)-3-methyl-3-(3-methyl-but-2-enyl)-2-oxo-2,3-dihydro-1H-pyrido[2,3-b][1,4]oxazin-6-yl]-(2,4-dimethoxy-benzyl)-carbamic acid tert-butyl ester), C(C)(C)(C)OC(N(CC1=C(C=C(C=C1)OC)OC)C=1C=CC2=C(OC(C(N2C2=CC(=CC=C2)Cl)=O)(CC=C(C)C)C)N1)=O ([1-(3-Chloro-phenyl)-3-methyl-3-(3-methyl-but-2-enyl)-2-oxo-2,3-dihydro-1H-pyrido[2,3-b][1,4]oxazin-6-yl]-(2,4-dimethoxy-benzyl)-carbamic acid tert-butyl ester). The reagents and catalysts are [Pd] (Pd/C). Solvent: CO (MeOH). Yields the product C(C)(C)(C)OC(N(C=1C=CC2=C(OC(C(N2C2=CC=CC=C2)=O)(CCC(C)C)C)N1)CC1=C(C=C(C=C1)OC)OC)=O ((2,4-dimethoxy-benzyl)-[3-methyl-3-(3-methyl-butyl)-2-oxo-1-phenyl-2,3-dihydro-1H-pyrido[2,3-b][1,4]oxazin-6-yl]-carbamic acid tert-butyl ester). Isolated yield 35.3%. RXN SMILES: [C:1]([O:5][C:6](=[O:43])[N:7]([C:19]1[CH:20]=[CH:21][C:22]2[N:27]([C:28]3[CH:33]=[CH:32][CH:31]=[C:30](Cl)[CH:29]=3)[C:26](=[O:35])[C:25]([CH3:41])([CH2:36][CH:37]=[C:38]([CH3:40])[CH3:39])[O:24][C:23]=2[N:42]=1)[CH2:8][C:9]1[CH:14]=[CH:13][C:12]([O:15][CH3:16])=[CH:11][C:10]=1[O:17][CH3:18])([CH3:4])([CH3:3])[CH3:2]>CO.[Pd]>[C:1]([O:5][C:6](=[O:43])[N:7]([CH2:8][C:9]1[CH:14]=[CH:13][C:12]([O:15][CH3:16])=[CH:11][C:10]=1[O:17][CH3:18])[C:19]1[CH:20]=[CH:21][C:22]2[N:27]([C:28]3[CH:29]=[CH:30][CH:31]=[CH:32][CH:33]=3)[C:26](=[O:35])[C:25]([CH3:41])([CH2:36][CH2:37][CH:38]([CH3:39])[CH3:40])[O:24][C:23]=2[N:42]=1)([CH3:2])([CH3:3])[CH3:4]. Procedure details: [1-(3-Chloro-phenyl)-3-methyl-3-(3-methyl-but-2-enyl)-2-oxo-2,3-dihydro-1H-pyrido[2,3-b][1,4]oxazin-6-yl]-(2,4-dimethoxy-benzyl)-carbamic acid tert-butyl ester (Intermediate A3) (360 mg, 0.59 mmol) was dissolved in MeOH (20 mL) and stirred at ambient temperature for 16 hours in the presence of Pd/C (10%, 63 mg) under H2. The resulting suspension was filtered through Celite and the solvent was removed in vacuo to give (2,4-dimethoxy-benzyl)-[3-methyl-3-(3-methyl-butyl)-2-oxo-1-phenyl-2,3-dihydro-... Starting materials: CC(COS(=O)(=O)C1=CC=C(C=C1)C)[C@H]1CC[C@H]2C3=CC=C4C[C@H](C[C@@H]([C@]4(C)[C@H]3CC[C@]12C)OC(C)=O)OC(C)=O (20-methyl-1α,3β-diacetoxy-21-p-toluenesulfonyloxypregna-5,7-diene), [Br-].[Li+] (lithium bromide). Run in CC(=O)C (acetone). Yields the product BrCC([C@H]1CC[C@H]2C3=CC=C4C[C@H](C[C@@H]([C@]4(C)[C@H]3CC[C@]12C)OC(C)=O)OC(C)=O)C (21-bromo-20-methyl-1α,3β-diacetoxypregna-5,7-diene). Reaction SMILES: [CH3:1][CH:2]([C@@H:15]1[C@:32]2([CH3:33])[C@H:18]([C:19]3[C@H:29]([CH2:30][CH2:31]2)[C@:27]2([CH3:28])[C:22]([CH2:23][C@@H:24]([O:38][C:39](=[O:41])[CH3:40])[CH2:25][C@@H:26]2[O:34][C:35](=[O:37])[CH3:36])=[CH:21][CH:20]=3)[CH2:17][CH2:16]1)[CH2:3]OS(C1C=CC(C)=CC=1)(=O)=O.[Br-:42].[Li+]>CC(C)=O>[Br:42][CH2:3][CH:2]([CH3:1])[C@@H:15]1[C@:32]2([CH3:33])[C@H:18]([C:19]3[C@H:29]([CH2:30][CH2:31]2)[C@:27]2([CH3:28])[C:22]([CH2:23][C@@H:24]([O:38][C:39](=[O:41])[CH3:40])[CH2:25][C@@H:26]2[O:34][C:35](=[O:37])[CH3:36])=[CH:21][CH:20]=3)[CH2:17][CH2:16]1 |f:1.2|. Procedure: To a solution of 51 mg of 20-methyl-1α,3β-diacetoxy-21-p-toluenesulfonyloxypregna-5,7-diene in 5 ml of acetone was added 100 mg of lithium bromide and the mixture was heated under reflux for 10 hours. The same isolation and purification procedure in Example 47 gave mg of 21-bromo-20-methyl-1α,3β-diacetoxypregna-5,7-diene, whose 1H NMR spectrum was identical with that obtained in Example 12.